From a dataset of the Open Reaction Database (ORD), a public repository of structured organic reaction records. describe an organic reaction: reactants, conditions, products, and yield Reactants: [N+](=O)([O-])CC(C)=O (nitroacetone), C(C)(=O)[O-].[NH4+] (ammonium acetate), [N+](=O)([O-])CC(C)=O (nitroacetone), C(C)(=O)[O-].[NH4+] (ammonium acetate), [N+](=O)([O-])CC(C)=O (nitroacetone), C(C)(=O)[O-].[NH4+] (ammonium acetate), ClC=1C=C(C=CC1)C=C(C(C)=O)C1=CC=CC=C1 (1-(3-chlorophenyl)-2-phenyl-3-oxo-1-butene). Solvent: C(C)O (ethanol). Reaction conditions: time 24 hour. Yields the product ClC=1C=C(C=CC1)C1C(=C(NC(=C1C1=CC=CC=C1)C)C)[N+](=O)[O-] (4-(3-Chlorophenyl)-1,4-dihydro-2,6-dimethyl-3-nitro-5-phenylpyridine). As a reaction SMILES: [Cl:1][C:2]1[CH:3]=[C:4]([CH:8]=[C:9]([C:13]2[CH:18]=[CH:17][CH:16]=[CH:15][CH:14]=2)[C:10](=O)[CH3:11])[CH:5]=[CH:6][CH:7]=1.[N+:19]([CH2:22][C:23](=O)[CH3:24])([O-:21])=[O:20].C([O-])(=O)C.[NH4+:30]>C(O)C>[Cl:1][C:2]1[CH:3]=[C:4]([CH:8]2[C:9]([C:13]3[CH:18]=[CH:17][CH:16]=[CH:15][CH:14]=3)=[C:10]([CH3:11])[NH:30][C:23]([CH3:24])=[C:22]2[N+:19]([O-:21])=[O:20])[CH:5]=[CH:6][CH:7]=1 |f:2.3|. Procedure details: 12.82 g (50 mmol) of 1-(3-chlorophenyl)-2-phenyl-3-oxo-1-butene in 75 ml of ethanol are heated under reflux with 5.15 g (50 mmol) of nitroacetone and 3.85 g (50 mmol) of ammonium acetate for 16 hours. A further 5.15 g of nitroacetone and 3.85 g of ammonium acetate are added and the mixture is boiled for 24 hours, and 5.15 g of nitroacetone and 3.85 g of ammonium acetate are added and the mixture is boiled for 24 hours. It is cooled and concentrated, the residue is taken up in ethyl acetate, and ... Procedure: To a solution of (S)-tert-butyl 1-(tert-butyldimethylsilyloxy)pent-4-en-2-yl(methyl)carbamate (10.5 g, 31.9 mmol) in DCM (100 mL) was added 2,6-lutidine (4.8 mL, 41.4 mmol) followed by TMSOTf (7.5 mL, 41.4 mmol). The resulting solution was stirred at RT for 30 min. The solvent was removed and the remaining residue was dried under vacuum to give (S)-1-(tert-butyldimethylsilyloxy)-N-methylpent-4-en-2-amine, which was used without further purification. LRMS (M+H+) m/z 230.2. Product: [Si](C)(C)(C(C)(C)C)OC[C@H](CC=C)NC ((S)-1-(tert-butyldimethylsilyloxy)-N-methylpent-4-en-2-amine). RXN SMILES: [Si:1]([O:8][CH2:9][C@@H:10]([N:14](C)[C:15](=O)OC(C)(C)C)[CH2:11][CH:12]=[CH2:13])([C:4]([CH3:7])([CH3:6])[CH3:5])([CH3:3])[CH3:2].N1C(C)=CC=CC=1C.[Si](OS(C(F)(F)F)(=O)=O)(C)(C)C>C(Cl)Cl>[Si:1]([O:8][CH2:9][C@@H:10]([NH:14][CH3:15])[CH2:11][CH:12]=[CH2:13])([C:4]([CH3:7])([CH3:6])[CH3:5])([CH3:2])[CH3:3]. Conditions: time 30 minute. Reactants: [Si](C)(C)(C(C)(C)C)OC[C@H](CC=C)N(C(OC(C)(C)C)=O)C ((S)-tert-butyl 1-(tert-butyldimethylsilyloxy)pent-4-en-2-yl(methyl)carbamate), N1=C(C=CC=C1C)C (2,6-lutidine), [Si](C)(C)(C)OS(=O)(=O)C(F)(F)F (TMSOTf). Solvent: C(Cl)Cl (DCM). Reactants: CCOC(=O)C(CCC(C)C)C(=O)OCC, CCOCC, CN(C)C=O, [H-], [H][H], CI, [Na+]. Product: CCOC(=O)C(C)(CCC(C)C)C(=O)OCC. Reaction SMILES: [CH2:1]([CH2:2][CH:3]([CH3:4])[CH3:5])[CH:6]([C:7](=[O:8])[O:9][CH2:10][CH3:11])[C:12](=[O:13])[O:14][CH2:15][CH3:16].[CH2:23]([O:24][CH2:25][CH3:26])[CH3:27].[CH3:28][N:29]([CH3:30])[CH:31]=[O:32].[H-:17].[H:19][H:20].[I:21][CH3:22].[Na+:18]>>[CH2:1]([CH2:2][CH:3]([CH3:4])[CH3:5])[C:6]([C:7](=[O:8])[O:9][CH2:10][CH3:11])([C:12](=[O:13])[O:14][CH2:15][CH3:16])[CH3:22]. The reactants are O (water), Cl.NC(C(=O)NCC(C(=O)OCC)NS(=O)(=O)C1=CC2=CC=CC=C2C=C1)C1=CC=CC=C1 (Ethyl 3-[(2-amino-2-phenylethanoyl)amino]-2-[(2-naphthylsulphonyl)amino]propanoate hydrochloride), C(C)(C)N(CC)C(C)C (diisopropylethylamine), C(C)(C)(C)OC(=O)N1CCC(CC1)CCC(C(=O)F)CCC1CCN(CC1)C(=O)OC(C)(C)C (4-[1-(tert-butoxycarbonyl)-4-piperidyl]-2-{2-[1-(tert-butoxycarbonyl)-4-piperidyl]ethyl}butanoyl fluoride). The solvent is ClCCl (dichloromethane). Run at time 3 hour. The product is C(C)(C)(C)OC(=O)N1CCC(CC1)CCC(CCC1CCN(CC1)C(=O)OC(C)(C)C)C(=O)NC(C(=O)NCC(C(=O)OCC)NS(=O)(=O)C1=CC2=CC=CC=C2C=C1)C1=CC=CC=C1 (tert-Butyl 4-[5-[1-(tert-Butoxycarbonyl)-4-piperidyl]-3-({[2-({3-ethoxy-2-[(2-naphthylsulphonyl)amino]-3-oxopropyl}amino)-2-oxo-1-phenylethyl]amino}carbonyl)pentyl]tetrahydro-1(2H)-pyridinecarboxylate). Yield: 43.5%. Reaction SMILES: Cl.[NH2:2][CH:3]([C:28]1[CH:33]=[CH:32][CH:31]=[CH:30][CH:29]=1)[C:4]([NH:6][CH2:7][CH:8]([NH:14][S:15]([C:18]1[CH:27]=[CH:26][C:25]2[C:20](=[CH:21][CH:22]=[CH:23][CH:24]=2)[CH:19]=1)(=[O:17])=[O:16])[C:9]([O:11][CH2:12][CH3:13])=[O:10])=[O:5].C(N(C(C)C)CC)(C)C.[C:43]([O:47][C:48]([N:50]1[CH2:55][CH2:54][CH:53]([CH2:56][CH2:57][CH:58]([CH2:62][CH2:63][CH:64]2[CH2:69][CH2:68][N:67]([C:70]([O:72][C:73]([CH3:76])([CH3:75])[CH3:74])=[O:71])[CH2:66][CH2:65]2)[C:59](F)=[O:60])[CH2:52][CH2:51]1)=[O:49])([CH3:46])([CH3:45])[CH3:44].O>ClCCl>[C:73]([O:72][C:70]([N:67]1[CH2:68][CH2:69][CH:64]([CH2:63][CH2:62][CH:58]([C:59]([NH:2][CH:3]([C:28]2[CH:33]=[CH:32][CH:31]=[CH:30][CH:29]=2)[C:4]([NH:6][CH2:7][CH:8]([NH:14][S:15]([C:18]2[CH:27]=[CH:26][C:25]3[C:20](=[CH:21][CH:22]=[CH:23][CH:24]=3)[CH:19]=2)(=[O:17])=[O:16])[C:9]([O:11][CH2:12][CH3:13])=[O:10])=[O:5])=[O:60])[CH2:57][CH2:56][CH:53]2[CH2:54][CH2:55][N:50]([C:48]([O:47][C:43]([CH3:46])([CH3:45])[CH3:44])=[O:49])[CH2:51][CH2:52]2)[CH2:65][CH2:66]1)=[O:71])([CH3:76])([CH3:75])[CH3:74] |f:0.1|. Reported procedure: Ethyl 3-[(2-amino-2-phenylethanoyl)amino]-2-[(2-naphthylsulphonyl)amino]propanoate hydrochloride (1.7 g, 3 mmol) and diisopropylethylamine (0.8 g, 6.2 mmol) are added, at room temperature, to a solution of 4-[1-(tert-butoxycarbonyl)-4-piperidyl]-2-{2-[1-(tert-butoxycarbonyl)-4-piperidyl]ethyl}butanoyl fluoride (ref. synthesis B-1) (1.55 g, 3 mmol) in 50 ml of dichloromethane. After stirring for 3 hours, water is added. The organic phase is washed with water, dried over sodium sulphate and evapor... Reactants: BrC1=C(C=CC(=C1)Cl)O (2-Bromo-4-chlorophenol), C([O-])([O-])=O.[K+].[K+] (potassium carbonate), C(C=C)Br (allyl bromide). Solvent: CN(C)C=O (DMF). Run at temperature 50 celsius, time 15 hour. The product is C(C=C)OC1=C(C=C(C=C1)Cl)Br (1-(allyloxy)-2-bromo-4-chlorobenzene). Yield: 101.1%. RXN SMILES: [Br:1][C:2]1[CH:7]=[C:6]([Cl:8])[CH:5]=[CH:4][C:3]=1[OH:9].C(=O)([O-])[O-].[K+].[K+].[CH2:16](Br)[CH:17]=[CH2:18]>CN(C=O)C>[CH2:18]([O:9][C:3]1[CH:4]=[CH:5][C:6]([Cl:8])=[CH:7][C:2]=1[Br:1])[CH:17]=[CH2:16] |f:1.2.3|. Procedure details: To a solution of 2-Bromo-4-chlorophenol (7.7897 g, 37.549 mmol) in 20 mL DMF was added potassium carbonate (5.784 g, 41.85 mmol) and allyl bromide (3.30 mL, 38.1 mmol). The reaction mixture was stirred at 50° C. for 15 hours. The reaction mixture was partitioned between ethyl acetate and water, and the organic layer washed with brine, dried over magnesium sulfate, and evaporated in vacuo to yield 9.4 g (100%) of 1-(allyloxy)-2-bromo-4-chlorobenzene, which was carried forward without further puri... Reported procedure: reacting 3,4-dichlorobenzotrifluoride with 1,2-dichlorobenzene and AlCl3 to form bis(3,4-dichlorophenyl) dichloromethane; Yields the product ClC=1C=C(C=CC1Cl)C(Cl)(Cl)C1=CC(=C(C=C1)Cl)Cl (bis(3,4-dichlorophenyl) dichloromethane). Reaction SMILES: [Cl:1][C:2]1[CH:3]=[C:4]([C:9](F)(F)F)[CH:5]=[CH:6][C:7]=1[Cl:8].[Al+3].[Cl-:14].[Cl-:15].[Cl-:16]>ClC1C=CC=CC=1Cl>[Cl:1][C:2]1[CH:3]=[C:4]([C:9]([C:6]2[CH:5]=[CH:4][C:3]([Cl:16])=[C:2]([Cl:1])[CH:7]=2)([Cl:15])[Cl:14])[CH:5]=[CH:6][C:7]=1[Cl:8] |f:1.2.3.4|. Run in ClC1=C(C=CC=C1)Cl (1,2-dichlorobenzene). Reactants: ClC=1C=C(C=CC1Cl)C(F)(F)F (3,4-dichlorobenzotrifluoride), [Al+3].[Cl-].[Cl-].[Cl-] (AlCl3). The reactants are ice, C(C1=CC=CC=C1)(=O)NC1=C(C=CC=C1)N1CCC2=CC(=CC=C12)Cl (1-(2-benzamidophenyl)-5-chloroindoline), O=P(Cl)(Cl)Cl (POCl3). Solvent: C(Cl)Cl (CH2Cl2). Run at time 8 hour. Yields the product Cl.ClC=1C=C2CCN3C2=C(C(=NC2=C3C=CC=C2)C2=CC=CC=C2)C1 (4-chloro-1,2-dihydro-6-phenylindolo[1,7-ab][1,5]benzodiazepine hydrochloride). As a reaction SMILES: [C:1]([NH:9][C:10]1[CH:15]=[CH:14][CH:13]=[CH:12][C:11]=1[N:16]1[C:24]2[C:19](=[CH:20][C:21]([Cl:25])=[CH:22][CH:23]=2)[CH2:18][CH2:17]1)(=O)[C:2]1[CH:7]=[CH:6][CH:5]=[CH:4][CH:3]=1.O=P(Cl)(Cl)Cl>C(Cl)Cl>[ClH:25].[Cl:25][C:21]1[CH:20]=[C:19]2[C:24]3=[C:23]([CH:22]=1)[C:1]([C:2]1[CH:7]=[CH:6][CH:5]=[CH:4][CH:3]=1)=[N:9][C:10]1[CH:15]=[CH:14][CH:13]=[CH:12][C:11]=1[N:16]3[CH2:17][CH2:18]2 |f:3.4|. Procedure: An ice cold solution of 43.48 g of 1-(2-benzamidophenyl)-5-chloroindoline in 150 ml CH2Cl2 is treated dropwise over 80 minutes with 215 ml POCl3. At the end of the addition, the reaction mixture is permitted to warm to room temperature and the solvent (CH2Cl2) is distilled off at ambient pressure. The resulting POCl3 solution is heated at reflux for 5 hours and then permitted to cool under N2 to room temperature and stand overnight. The POCl3 is distilled off at aspirator pressure. The resulting... The reactants are C(CCCCCCCCCCCCCCC)(=O)NC(CO)CO (2-(hexadecanoylamino)propane-1,3-diol), [H-].[H-].[H-].[H-].[Li+].[Al+3] (LiAlH4). The solvent is C1CCOC1 (THF). Run at temperature 0 celsius, time 1 hour. Product: C(CCCCCCCCCCCCCCC)NC(CO)CO (2-(hexadecylamino)propane-1,3-diol). Reaction SMILES: [C:1]([NH:18][CH:19]([CH2:22][OH:23])[CH2:20][OH:21])(=O)[CH2:2][CH2:3][CH2:4][CH2:5][CH2:6][CH2:7][CH2:8][CH2:9][CH2:10][CH2:11][CH2:12][CH2:13][CH2:14][CH2:15][CH3:16].[H-].[H-].[H-].[H-].[Li+].[Al+3]>C1COCC1>[CH2:1]([NH:18][CH:19]([CH2:20][OH:21])[CH2:22][OH:23])[CH2:2][CH2:3][CH2:4][CH2:5][CH2:6][CH2:7][CH2:8][CH2:9][CH2:10][CH2:11][CH2:12][CH2:13][CH2:14][CH2:15][CH3:16] |f:1.2.3.4.5.6|. Procedure: 1.0 g. of the resulted 2-(hexadecanoylamino)propane-1,3-diol were transferred to a three necks round bottom flask equipped with a dropping funnel, a cooling bath, and a magnetic stirrer, under an air stream. The compound was dissolved in 200 ml dry THF and the solution wasp cooled to 0° C. 1.2 g of LiAlH4 were added in small portions with strong stirring during 1 hour and then the mixture was left to react for another 2 hours at 0° C. The cooling bath was removed and the reaction was left to sti...